This data is from the Open Reaction Database (ORD), a public repository of structured organic reaction records. The task is: describe an organic reaction: reactants, conditions, products, and yield The reactants are ClC1=CC(=C(C=N1)N)I (6-chloro-4-iodopyridin-3-ylamine), C(C(=O)C)(=O)O (pyruvic acid), C1CN2CCN1CC2 (DABCO). Reagents/catalysts: C(C)(=O)[O-].[Pd+2].C(C)(=O)[O-] (palladium acetate). Solvent: CN(C)C=O (DMF). Conditions: temperature 107 celsius. Product: ClC=1C=C2C(=CN1)NC(=C2)C(=O)O (5-Chloro-1H-pyrrolo[2,3-c]pyridine-2-carboxylic acid). As a reaction SMILES: [Cl:1][C:2]1[N:7]=[CH:6][C:5]([NH2:8])=[C:4](I)[CH:3]=1.[C:10]([OH:15])(=[O:14])[C:11]([CH3:13])=O.C1N2CCN(CC2)C1>CN(C=O)C.C([O-])(=O)C.[Pd+2].C([O-])(=O)C>[Cl:1][C:2]1[CH:3]=[C:4]2[CH:13]=[C:11]([C:10]([OH:15])=[O:14])[NH:8][C:5]2=[CH:6][N:7]=1 |f:4.5.6|. Procedure: Route B: A mixture of 6-chloro-4-iodopyridin-3-ylamine (Preparation 106, 0.33 g, 1.30 mmol), pyruvic acid (0.27 mL, 3.89 mmol), DABCO (0.44 g, 3.89 mmol) and palladium acetate (0.015 g, 0.07 mmol) in dry DMF was stirred vigorously and degassed with argon for 15 min. The reaction mixture was heated to 107° C. for 5 h. The reaction mixture was allowed to cool to rt and stirred for 16 h. The volatiles were removed under reduced pressure and the residue partitioned between ethyl acetate (100 mL) and... Reactants: [OH-].[Na+] (NaOH), C(C)OC=1C=C(C=CC1)CC(=O)OC (Methyl 3-ethoxyphenylacetate), Cl (hydrochloric acid). Run in C(C)O (ethanol). Run at time 30 minute. Product: C(C)OC=1C=C(C=CC1)CC(=O)O (3-ethoxyphenylacetic acid). The yield is 92.0%. RXN SMILES: [CH2:1]([O:3][C:4]1[CH:5]=[C:6]([CH2:10][C:11]([O:13]C)=[O:12])[CH:7]=[CH:8][CH:9]=1)[CH3:2].[OH-].[Na+].Cl>C(O)C>[CH2:1]([O:3][C:4]1[CH:5]=[C:6]([CH2:10][C:11]([OH:13])=[O:12])[CH:7]=[CH:8][CH:9]=1)[CH3:2] |f:1.2|. Reported procedure: Methyl 3-ethoxyphenylacetate (7.5 g, 38.6 mmol) was dissolved in ethanol (15 mL) and 1N NaOH (40 mL) was added. The mixture was stirred at room temperature for 30 minutes then acidified by addition of 1N hydrochloric acid (45 mL). A white precipitate formed which was filtered, washed with 1N HCl, water and dried to afford 3-ethoxyphenylacetic acid (6.4 g, 92%). 1H NMR (CDCl3) δ 7.20 (1H, dd), 6.8 (3H, m), 4.0 (2H, q), 3.6 (2H, s), 1.4 (3H, t).